From a dataset of the Open Reaction Database (ORD), a public repository of structured organic reaction records. describe an organic reaction: reactants, conditions, products, and yield Starting materials: NC=1C(=C(C(=CC1)Cl)S(=O)(=O)N)O (3-amino-6-chloro-2-hydroxybenzenesulfonamide), N(=[N+]=[N-])C(=O)C1=CC=NN1C (5-(azidocarbonyl)-1-methylpyrazol), CN(C=O)C (N,N-dimethyl-formamide). Yields the product NS(=O)(=O)C=1C(=C(C=CC1Cl)NC(=O)NC1=CC=NN1C)O (N-(3-aminosulfonyl-4-chloro-2-hydroxyphenyl)-N′-(1-methylpyrazol-5-yl)urea). The yield is 7.7%. As a reaction SMILES: [NH2:1][C:2]1[C:3]([OH:13])=[C:4]([S:9]([NH2:12])(=[O:11])=[O:10])[C:5]([Cl:8])=[CH:6][CH:7]=1.N(C([C:19]1[N:23]([CH3:24])[N:22]=[CH:21][CH:20]=1)=O)=[N+]=[N-].C[N:26](C)[CH:27]=[O:28]>>[NH2:12][S:9]([C:4]1[C:3]([OH:13])=[C:2]([NH:1][C:27]([NH:26][C:19]2[N:23]([CH3:24])[N:22]=[CH:21][CH:20]=2)=[O:28])[CH:7]=[CH:6][C:5]=1[Cl:8])(=[O:11])=[O:10]. Procedure details: Under Ar, a solution of 3-amino-6-chloro-2-hydroxybenzenesulfonamide (100 mg, 0.45 mmol) and 5-(azidocarbonyl)-1-methylpyrazol (280 mg, 1.85 mmol) in 2 mL of N,N-dimethyl-formamide was stirred at room temperature for 3 days. Purification upon Gilson HPLC, eluting with acetonitrile/water (10/90, v/v to 90/10, v/v, over 10 min), gave the desired product (12 mg, 7.7%). LC-MS (m/z) 346.0 (M+). Reactants: N#CC1=CC=C(Br)C=C1F. The reagents and catalysts are O1BOC(C)(C)C1(C)C, N=1C=CC(=CC1C=2N=CC=C(C2)C(C)(C)C)C(C)(C)C, C[OH2+].C[OH2+].C1CC=CCCC=C1.C1CC=CCCC=C1.[Ir].[Ir]. The solvent is O1CCCC1. Reaction conditions: temperature 25 celsius, time 9 hour. The product is N#CC=1C(F)=CC(Br)=CC1B2OC(C)(C)C(O2)(C)C, N#CC=1C=C(B2OC(C)(C)C(O2)(C)C)C(Br)=CC1F. Yield: 4.0%.